Dataset: the Open Reaction Database (ORD), a public repository of structured organic reaction records. Task: describe an organic reaction: reactants, conditions, products, and yield The reactants are [OH-].[Na+] (NaOH), Cl.NN (Hydrazine hydrochloride), [Na] (sodium), N1N=CC=C1C(C)=O (1-(1H-Pyrazol-5-yl)ethanone), C(C(=O)OCC)(=O)OCC (diethyl oxalate), [Na] (sodium). Solvent: O (water), C(C)O (ethanol). Reaction conditions: temperature 75 celsius, time 8 hour. Yields the product N1N=C(C=C1C(=O)OCC)C=1NN=CC1 (Ethyl 1H,2′H-3,3′-bipyrazole-5-carboxylate). Isolated yield 22.8%. Reaction SMILES: [Na].[NH:2]1[C:6]([C:7](=O)[CH3:8])=[CH:5][CH:4]=[N:3]1.[C:10]([O:17][CH2:18][CH3:19])(=[O:16])[C:11](OCC)=O.Cl.[NH2:21][NH2:22].[OH-].[Na+]>O.C(O)C>[NH:21]1[C:11]([C:10]([O:17][CH2:18][CH3:19])=[O:16])=[CH:8][C:7]([C:6]2[NH:2][N:3]=[CH:4][CH:5]=2)=[N:22]1 |f:3.4,5.6,^1:0|. Procedure: Pieces of sodium (0.26 g) were slowly added to ethanol (12 ml) with stirring until all sodium had dissolved. 1-(1H-Pyrazol-5-yl)ethanone (8.61 mmol, 0.948 g) and diethyl oxalate (8.61 mmol, 1.258 g) was added. The mixture was heated to 75° C. for 3 h after which the stirring continued at RT overnight. Hydrazine hydrochloride (8.61 mmol, 0.590 g) dissolved in water (6 ml) was added. The resulting mixture was again heated to 75° C. for 3 h. The mixture was cooled to RT and neutralized by adding 2 ... The reactants are COC=1C=CC2=C(NCCC=C2C)C1 (8-methoxy-5-methyl-2,3-dihydro-1H-benzo[b]azepine), COC=1C=CC2=C(N(CCCC2)CC)C1 (8-methoxy-2,3,4,5-tetrahydro-1-ethylbenzo[b]azepine), OC=1C=CC2=C(N(CCCC2)CC)C1 (8-hydroxy-2,3,4,5-tetrahydro-1-ethylbenzo[b]azepine). Yields the product OC=1C=CC2=C(N(CCC=C2C)CC)C1 (8-hydroxy-5-methyl-2,3-dihydro-1-ethylbenzo[b]azepine). As a reaction SMILES: C[O:2][C:3]1[CH:4]=[CH:5][C:6]2[C:12]([CH3:13])=[CH:11][CH2:10][CH2:9][NH:8][C:7]=2[CH:14]=1.CO[C:17]1C=CC2CCCCN(CC)C=2[CH:29]=1.OC1C=CC2CCCCN(CC)C=2C=1>>[OH:2][C:3]1[CH:4]=[CH:5][C:6]2[C:12]([CH3:13])=[CH:11][CH2:10][CH2:9][N:8]([CH2:17][CH3:29])[C:7]=2[CH:14]=1. Procedure details: The title compound was synthesized from 8-methoxy-5-methyl-2,3-dihydro-1H-benzo[b]azepine following the alkylation procedure for 8-methoxy-2,3,4,5-tetrahydro-1-ethylbenzo[b]azepine followed by the demethylation procedure used to synthesize 8-hydroxy-2,3,4,5-tetrahydro-1-ethylbenzo[b]azepine: 1H NMR (DMSO-d6) δ 9.15 (s, 1H), 7.05 (d, 1H), 6.31-6.25 (m, 2H), 5.80 (t, 1H), 5.30 (s, 1H), 3.12-3.03 (m, 4H), 2.17 (q, 2H), 1.97 (s, 3H), 1.09 (t, 3H); MS expected 203 (C13H18NO, M+1), found 203.